Dataset: the Open Reaction Database (ORD), a public repository of structured organic reaction records. Task: describe an organic reaction: reactants, conditions, products, and yield Run at temperature 50 celsius, time 1 hour. Yield: 95.0%. Solvent: C1(=CC=CC=C1)C (toluene), O (water). As a reaction SMILES: [BH4-].[Na+].[CH2:3](COC)[O:4]C.[F:9][C:10]1[C:18]([F:19])=[C:17](C(O)=O)[C:16]([F:23])=[C:15]([F:24])[C:11]=1[C:12]([OH:14])=O.Cl>O.C1(C)C=CC=CC=1>[F:24][C:15]1([CH2:3][OH:4])[C:16]([F:23])=[CH:17][C:18]([F:19])=[C:10]([F:9])[CH:11]1[CH2:12][OH:14] |f:0.1|. Reactants: Cl (hydrochloric acid), [BH4-].[Na+] (sodium borohydride), C(OC)COC (dimethoxyethane), FC1=C(C(=O)O)C(=C(C(=C1F)C(=O)O)F)F (2,3,5,6-tetrafluoroterephthalic acid), C(OC)COC (dimethoxyethane). Procedure: Into a 200 mL flask equipped with a reflux condenser, 2.58 g of sodium borohydride and 25 g of dimethoxyethane were charged. The obtained mixture was adjusted to 50° C. and then, a solution obtained by mixing 6.10 g of 2,3,5,6-tetrafluoroterephthalic acid with 20 g of dimethoxyethane was added dropwise thereto over 1 hour while stirring. The obtained mixture was stirred for 7 hours at 60° C. To the obtained reaction mixture, 20 g of toluene was added followed by cooling to 50° C. Eight point fiv... Yields the product FC1(C(C(=C(C=C1F)F)F)CO)CO (2,3,5,6-tetrafluorobenzenedimethanol).